This data is from the Open Reaction Database (ORD), a public repository of structured organic reaction records. The task is: describe an organic reaction: reactants, conditions, products, and yield Reactants: N[C@H](C(=O)OC(C)(C)C)CC1=CC=C(C=C1)OCCCC(=O)OCC (tert-butyl (2S)-2-amino-3-(4-(3-ethoxycarbonyl-propyloxy)phenyl)propionate), C(C)(C)N(CC)C(C)C (diisopropylethylamine), C(=O)(N1C=NC=C1)N1C=NC=C1 (carbonyldiimidazole), OCC12CC3CC(CC(C1)C3)C2 (1-hydroxymethyladamantane), O1CCCC1 (tetrahydrofuran). Run in C(C)(=O)OCC (ethyl acetate). Run at time 8 hour. Yields the product C12(CC3CC(CC(C1)C3)C2)COC(=O)N[C@H](C(=O)OC(C)(C)C)CC2=CC=C(C=C2)OCCC(OCC)=C=O (tert-Butyl (2S)-2-(1-adamantylmethyloxycarbonylamino)-3-(4-(3-ethoxy-carbonylpropyloxy)phenyl)propionate). The yield is 85.0%. RXN SMILES: [C:1](N1C=CN=C1)(N1C=CN=C1)=[O:2].[OH:13][CH2:14][C:15]12[CH2:24][CH:19]3[CH2:20][CH:21]([CH2:23][CH:17]([CH2:18]3)[CH2:16]1)[CH2:22]2.[NH2:25][C@@H:26]([CH2:34][C:35]1[CH:40]=[CH:39][C:38]([O:41][CH2:42][CH2:43][CH2:44][C:45]([O:47]CC)=O)=[CH:37][CH:36]=1)[C:27]([O:29][C:30]([CH3:33])([CH3:32])[CH3:31])=[O:28].C(N(C(C)C)CC)(C)C.[O:59]1[CH2:63][CH2:62]CC1>C(OCC)(=O)C>[C:15]12([CH2:14][O:13][C:1]([NH:25][C@@H:26]([CH2:34][C:35]3[CH:36]=[CH:37][C:38]([O:41][CH2:42][CH2:43][C:44](=[C:45]=[O:47])[O:59][CH2:63][CH3:62])=[CH:39][CH:40]=3)[C:27]([O:29][C:30]([CH3:31])([CH3:32])[CH3:33])=[O:28])=[O:2])[CH2:24][CH:19]3[CH2:18][CH:17]([CH2:23][CH:21]([CH2:20]3)[CH2:22]1)[CH2:16]2. Procedure details: 892 mg (5.5 mmol) of carbonyldiimidazole (CDI) were added to a solution of 830 mg (5 mmol) of 1-hydroxymethyladamantane in 10 ml of tetrahydrofuran and the mixture was stirred overnight at RT. it was then treated with 1 g (2.57 mmol) of tert-butyl (2S)-2-amino-3-(4-(3-ethoxycarbonyl-propyloxy)phenyl)propionate and 442 μl (2.57 mmol) of diisopropylethylamine (DIPEA) and the mixture was stirred overnight at 50° C. After cooling, it was taken up in ethyl acetate and the organic phase was washed suc... Reactants: [Na] (sodium), C(=O)([O-])C(O)C(O)C(=O)[O-].[K+].[K+] (potassium tartrate), ClC1=NC2=CC=CC(=C2C=C1C(=O)OCC)F (ethyl 2-chloro-5-fluoro-3-quinolinecarboxylate), [H-].C(C(C)C)[Al+]CC(C)C (diisobutylaluminium hydride), ice. Run in ClCCl (dichloromethane). Run at time 1 hour. The product is ClC1=NC2=CC=CC(=C2C=C1CO)F (2-chloro-5-fluoro-3-quinolylmethanol). The yield is 31.7%. Reaction SMILES: [Cl:1][C:2]1[C:11]([C:12](OCC)=[O:13])=[CH:10][C:9]2[C:4](=[CH:5][CH:6]=[CH:7][C:8]=2[F:17])[N:3]=1.[H-].C([Al+]CC(C)C)C(C)C.[Na].C(C(C(C([O-])=O)O)O)([O-])=O.[K+].[K+]>ClCCl>[Cl:1][C:2]1[C:11]([CH2:12][OH:13])=[CH:10][C:9]2[C:4](=[CH:5][CH:6]=[CH:7][C:8]=2[F:17])[N:3]=1 |f:1.2,4.5.6,^1:27|. Procedure: A solution of quinolinecarboxylate (obtained in Stage 83f; 1.8 g; 6.7 mmol) in dichloromethane (40 ml) under argon is treated dropwise with diisobutylaluminium hydride (1M in dichloromethane; 20 ml; 20 mmol) at ambient temperature maintained at 10° C. by an ice-cooled water bath. The reaction mixture is agitated for 1 hour at ambient temperature, then poured onto a solution of sodium and potassium tartrate at 20% (200 ml). The resulting mixture is agitated vigorously for 1 hour, then filtered on... The reactants are [BH4-].[Na+] (sodium borohydride), C([O-])(O)=O.[Na+] (sodium bicarbonate), N1(CCCC1)CCOC1=CC=C(C=C1)N (4-(2-pyrrolidin-1-yl-ethoxy)-phenylamine), O1C(CCCC1)OC=1C=C(C=O)C=CC1 (3-(tetrahydro-pyran-2-yloxy)-benzaldehyde), S(=O)(=O)([O-])[O-].[Mg+2] (magnesium sulfate). The solvent is CO (methanol), O (water), C(Cl)Cl (methylene chloride). Reaction conditions: time 8 hour. Yields the product N1(CCCC1)CCOC1=CC=C(C=C1)NCC1=CC(=CC=C1)OC1OCCCC1 ([4-(2-Pyrrolidin-1-yl-ethoxy)-phenyl]-[3-(tetrahydro-pyran-2-yloxy)-benzyl]-amine). The yield is 63.5%. RXN SMILES: [N:1]1([CH2:6][CH2:7][O:8][C:9]2[CH:14]=[CH:13][C:12]([NH2:15])=[CH:11][CH:10]=2)[CH2:5][CH2:4][CH2:3][CH2:2]1.[O:16]1[CH2:21][CH2:20][CH2:19][CH2:18][CH:17]1[O:22][C:23]1[CH:24]=[C:25]([CH:28]=[CH:29][CH:30]=1)[CH:26]=O.S([O-])([O-])(=O)=O.[Mg+2].[BH4-].[Na+].C(=O)(O)[O-].[Na+]>C(Cl)Cl.O.CO>[N:1]1([CH2:6][CH2:7][O:8][C:9]2[CH:10]=[CH:11][C:12]([NH:15][CH2:26][C:25]3[CH:28]=[CH:29][CH:30]=[C:23]([O:22][CH:17]4[CH2:18][CH2:19][CH2:20][CH2:21][O:16]4)[CH:24]=3)=[CH:13][CH:14]=2)[CH2:5][CH2:4][CH2:3][CH2:2]1 |f:2.3,4.5,6.7|. Reported procedure: To a solution of 4-(2-pyrrolidin-1-yl-ethoxy)-phenylamine (1.92 g, 9.30 mmol) and 3-(tetrahydro-pyran-2-yloxy)-benzaldehyde (2.01 g, 9.76 mmol) in 35 mL methylene chloride was added magnesium sulfate (3.91 g, 32.5 mmol). The reaction mixture was stirred overnight under nitrogen at room temperature. The reaction mixture was filtered and concentrated. The residue was resuspended in 40 mL of 2:1 ethanol:methanol and was treated with sodium borohydride (1.76 g, 46.5 mmol) which was added in portions... The reactants are [OH-].[Na+] (Sodium hydroxide), BrC=1C=C2C(=C(C=NC2=CC1)C(=O)OCC)N[C@H]1COCC1 (ethyl 6-bromo-4-[[(3R)-tetrahydrofuran-3-yl]amino]quinoline-3-carboxylate). Run in C1CCOC1 (THF), O (water). Conditions: temperature 60 celsius, time 8 hour. The product is BrC=1C=C2C(=C(C=NC2=CC1)C(=O)O)N[C@H]1COCC1 (6-Bromo-4-[[(3R)-tetrahydrofuran-3-yl]amino]quinoline-3-carboxylic acid). Isolated yield 75.9%. As a reaction SMILES: [OH-].[Na+].[Br:3][C:4]1[CH:5]=[C:6]2[C:11](=[CH:12][CH:13]=1)[N:10]=[CH:9][C:8]([C:14]([O:16]CC)=[O:15])=[C:7]2[NH:19][C@@H:20]1[CH2:24][CH2:23][O:22][CH2:21]1>C1COCC1.O>[Br:3][C:4]1[CH:5]=[C:6]2[C:11](=[CH:12][CH:13]=1)[N:10]=[CH:9][C:8]([C:14]([OH:16])=[O:15])=[C:7]2[NH:19][C@@H:20]1[CH2:24][CH2:23][O:22][CH2:21]1 |f:0.1|. Reported procedure: Sodium hydroxide (0.657 g, 16.43 mmol) was added to ethyl 6-bromo-4-[[(3R)-tetrahydrofuran-3-yl]amino]quinoline-3-carboxylate (3 g, 8.21 mmol) in THF (60 mL) and water (30 mL) and the resulting mixture stirred at 60° C. overnight. The aqueous component was removed under reduced pressure and the remaining solution was adjusted to pH 6 with 2 M HCl. The solids were collected by filtration and dried in an oven to afford the desired material as a white solid (2.1 g, 76%). NMR Spectrum: 1H NMR (300 M... Reactants: ClC1=CC(=C(C#N)C=C1)NC(=O)OCC (4-chloro-2-(ethoxycarbonylamino)benzonitrile), BrCC(=O)C=1SC=CC1 (2-(bromoacetyl)thiophene). The product is NC1=C(N(C2=CC(=CC=C12)Cl)C(=O)OCC)C(=O)C=1SC=CC1 (3-Amino-6-chloro-1-(ethoxycarbonyl)-2-(thiophene-2-carbonyl)indole). As a reaction SMILES: [Cl:1][C:2]1[CH:9]=[CH:8][C:5]([C:6]#[N:7])=[C:4]([NH:10][C:11]([O:13][CH2:14][CH3:15])=[O:12])[CH:3]=1.Br[CH2:17][C:18]([C:20]1[S:21][CH:22]=[CH:23][CH:24]=1)=[O:19]>>[NH2:7][C:6]1[C:5]2[C:4](=[CH:3][C:2]([Cl:1])=[CH:9][CH:8]=2)[N:10]([C:11]([O:13][CH2:14][CH3:15])=[O:12])[C:17]=1[C:18]([C:20]1[S:21][CH:22]=[CH:23][CH:24]=1)=[O:19]. Procedure: The title compound was prepared according to the procedure described in step 2 of Example 1 from 4-chloro-2-(ethoxycarbonylamino)benzonitrile (Example 1, step 1) and 2-(bromoacetyl)thiophene (Steinkopt, Justus Liebig Ann. Chem., 1923, 430, 103). The reactants are CC(=O)OCc1cccc(C(C)C)c1F, ClCCl, [Na+], C1COCCO1, [OH-], O. Yields the product CC(C)c1cccc(CO)c1F. RXN SMILES: [C:3](=[O:4])([CH3:5])[O:6][CH2:7][c:8]1[c:9]([F:17])[c:10]([CH:14]([CH3:15])[CH3:16])[cH:11][cH:12][cH:13]1.[Cl:19][CH2:20][Cl:21].[Na+:2].[O:22]1[CH2:23][CH2:24][O:25][CH2:26][CH2:27]1.[OH-:1].[OH2:18]>>[OH:6][CH2:7][c:8]1[c:9]([F:17])[c:10]([CH:14]([CH3:15])[CH3:16])[cH:11][cH:12][cH:13]1. Solvent: C(C)(=O)O (acetic acid). Starting materials: C(C)OC=1C=C(C=CC1OC)C(CS(=O)(=O)C)N (1-(3-ethoxy-4-methoxyphenyl)-2-methylsulfonylethylamine), CN(C=1C=C2C(C(=O)OC2=O)=CC1)C (4-dimethylaminophthalic anhydride). Yields the product C(C)OC=1C=C(C=CC1OC)C(CS(=O)(=O)C)N1C(C2=CC=C(C=C2C1=O)N(C)C)=O (2-[1-(3-Ethoxy-4-methoxyphenyl)-2-methylsulfonylethyl]-5-dimethylaminoisoindoline-1,3-dione), solid. Reaction SMILES: [CH2:1]([O:3][C:4]1[CH:5]=[C:6]([CH:12]([NH2:18])[CH2:13][S:14]([CH3:17])(=[O:16])=[O:15])[CH:7]=[CH:8][C:9]=1[O:10][CH3:11])[CH3:2].[CH3:19][N:20]([CH3:32])[C:21]1[CH:22]=[C:23]2[C:28](=O)[O:27][C:25](=[O:26])[C:24]2=[CH:30][CH:31]=1>C(O)(=O)C>[CH2:1]([O:3][C:4]1[CH:5]=[C:6]([CH:12]([N:18]2[C:28](=[O:27])[C:23]3[C:24](=[CH:30][CH:31]=[C:21]([N:20]([CH3:19])[CH3:32])[CH:22]=3)[C:25]2=[O:26])[CH2:13][S:14]([CH3:17])(=[O:16])=[O:15])[CH:7]=[CH:8][C:9]=1[O:10][CH3:11])[CH3:2]. Reported procedure: 2-[1-(3-Ethoxy-4-methoxyphenyl)-2-methylsulfonylethyl]-5-dimethylaminoisoindoline-1,3-dione was prepared by the procedure of Example 8 from 1-(3-ethoxy-4-methoxyphenyl)-2-methylsulfonylethylamine (572 mg, 2.09 mmol) and 4-dimethylaminophthalic anhydride (400 mg, 2.09 mmol) in acetic acid (20 mL). The product was obtained as a yellow solid (200 mg, 21% yield): mp, 161.5-163.50° C.; 1H NMR (DMSO-d6) δ 1.46 (t, J=6.9 Hz, 3H, CH3), 2.79 (s, 3H, CH3), 3.09 (s, 6H, CH3), 3.78-3.85 (m, 1H, CHH), 3.85 (... Yield: 21.0%. Reactants: BrC1=CC=C2C(C=C(OC2=C1)C1=CC=2N(C=N1)C=CC2)=O (7-bromo-2-pyrrolo[1,2-c]pyrimidin-3-yl-chromen-4-one), OC=1C=C(C=CC1)C#C (3-hydroxyphenylacetylene). Yields the product OC=1C=C(C=CC1)C#CC1=CC=C2C(C=C(OC2=C1)C1=CC=2N(C=N1)C=CC2)=O (7-(3-hydroxy-phenylethynyl)-2-pyrrolo[1,2-c]pyrimidin-3-yl-chromen-4-one), title compound. The yield is 71.0%. RXN SMILES: Br[C:2]1[CH:11]=[C:10]2[C:5]([C:6](=[O:21])[CH:7]=[C:8]([C:12]3[N:17]=[CH:16][N:15]4[CH:18]=[CH:19][CH:20]=[C:14]4[CH:13]=3)[O:9]2)=[CH:4][CH:3]=1.[OH:22][C:23]1[CH:24]=[C:25]([C:29]#[CH:30])[CH:26]=[CH:27][CH:28]=1>>[OH:22][C:23]1[CH:24]=[C:25]([C:29]#[C:30][C:2]2[CH:11]=[C:10]3[C:5]([C:6](=[O:21])[CH:7]=[C:8]([C:12]4[N:17]=[CH:16][N:15]5[CH:18]=[CH:19][CH:20]=[C:14]5[CH:13]=4)[O:9]3)=[CH:4][CH:3]=2)[CH:26]=[CH:27][CH:28]=1. Reported procedure: 7-(3-hydroxy-phenylethynyl)-2-pyrrolo[1,2-c]pyrimidin-3-yl-chromen-4-one was prepared in 71% yield using the method described in example 23A, starting from 7-bromo-2-pyrrolo[1,2-c]pyrimidin-3-yl-chromen-4-one (example 120C) and 3-hydroxyphenylacetylene. The title compound was isolated as a brown powder. Starting materials: ClC1=CC=C(C=N1)CC=1C=C2C(N(C=NC2=C2C1C=NC=C2)[C@@H]2[C@H](CCCC2)O)=O (6-[(6-chloropyridin-3-yl)methyl]-3-[(1S,2S)-2-hydroxycyclohexyl]pyrido[3,4-h]quinazolin-4(3H)-one), [Cl-] (chloride), C1CCOC1 (THF). Reagents/catalysts: C=1C=CC(=CC1)[P](C=2C=CC=CC2)(C=3C=CC=CC3)[Pd]([P](C=4C=CC=CC4)(C=5C=CC=CC5)C=6C=CC=CC6)([P](C=7C=CC=CC7)(C=8C=CC=CC8)C=9C=CC=CC9)[P](C=1C=CC=CC1)(C=1C=CC=CC1)C=1C=CC=CC1 (tetrakis(triphenylphosphine)palladium(0)). Solvent: C([O-])(O)=O.[Na+] (sodium bicarbonate), C(C)(=O)OCC (ethyl acetate). Run at temperature 90 celsius. Yields the product O[C@@H]1[C@H](CCCC1)N1C=NC2=C3C(=C(C=C2C1=O)CC=1C=NC(=CC1)C)C=NC=C3 (3-[(1S,2S)-2-Hydroxycyclohexyl]-6-[(6-methylpyridin-3-yl)methyl]pyrido[3,4-h]quinazolin-4(3H)-one). RXN SMILES: Cl[C:2]1[N:7]=[CH:6][C:5]([CH2:8][C:9]2[CH:10]=[C:11]3[C:16](=[C:17]4[CH:22]=[CH:21][N:20]=[CH:19][C:18]=24)[N:15]=[CH:14][N:13]([C@H:23]2[CH2:28][CH2:27][CH2:26][CH2:25][C@@H:24]2[OH:29])[C:12]3=[O:30])=[CH:4][CH:3]=1.[Cl-].[CH2:32]1COCC1>C(=O)(O)[O-].[Na+].C(OCC)(=O)C.C1C=CC([P]([Pd]([P](C2C=CC=CC=2)(C2C=CC=CC=2)C2C=CC=CC=2)([P](C2C=CC=CC=2)(C2C=CC=CC=2)C2C=CC=CC=2)[P](C2C=CC=CC=2)(C2C=CC=CC=2)C2C=CC=CC=2)(C2C=CC=CC=2)C2C=CC=CC=2)=CC=1>[OH:29][C@H:24]1[CH2:25][CH2:26][CH2:27][CH2:28][C@@H:23]1[N:13]1[C:12](=[O:30])[C:11]2[C:16](=[C:17]3[CH:22]=[CH:21][N:20]=[CH:19][C:18]3=[C:9]([CH2:8][C:5]3[CH:6]=[N:7][C:2]([CH3:32])=[CH:3][CH:4]=3)[CH:10]=2)[N:15]=[CH:14]1 |f:3.4,^1:51,53,72,91|. Reported procedure: To a solution of 6-[(6-chloropyridin-3-yl)methyl]-3-[(1S,2S)-2-hydroxycyclohexyl]pyrido[3,4-h]quinazolin-4(3H)-one (Example 1, 0.030 g, 0.071 mmol) in 1 mL of THF under an atmosphere of nitrogen was added methylzine chloride (2 M in THF, 0.107 mL, 0.214 mmol) and tetrakis(triphenylphosphine)palladium(0) (3.0 mg, 0.0026 mmol). The reaction was heated at 90° C. for 3 h, cooled to rt, and diluted with saturated aqueous sodium bicarbonate and ethyl acetate. The layers were partitioned, and the organ...